Dataset: the Open Reaction Database (ORD), a public repository of structured organic reaction records. Task: describe an organic reaction: reactants, conditions, products, and yield Reactants: CC(C)(C)OC(=O)N(Cc1cc(CC(=O)O)ccc1Cl)C1CC1, CCN, ClCCl. The product is CCNC(=O)Cc1ccc(Cl)c(CN(C(=O)OC(C)(C)C)C2CC2)c1. Reaction SMILES: [C:1]([CH3:2])([CH3:3])([CH3:4])[O:5][C:6](=[O:7])[N:8]([CH:9]1[CH2:10][CH2:11]1)[CH2:12][c:13]1[cH:14][c:15]([CH2:20][C:21](=[O:22])[OH:23])[cH:16][cH:17][c:18]1[Cl:19].[CH3:24][CH2:25][NH2:26].[Cl:27][CH2:28][Cl:29]>>[C:1]([CH3:2])([CH3:3])([CH3:4])[O:5][C:6](=[O:7])[N:8]([CH:9]1[CH2:10][CH2:11]1)[CH2:12][c:13]1[cH:14][c:15]([CH2:20][C:21](=[O:22])[NH:26][CH2:25][CH3:24])[cH:16][cH:17][c:18]1[Cl:19].